From a dataset of the Open Reaction Database (ORD), a public repository of structured organic reaction records. describe an organic reaction: reactants, conditions, products, and yield The reactants are C(C)C(C([O-])([O-])[O-])(CC)CC (triethylorthoacetate), C(C)(=O)O (acetic acid), NC(CCC1=CC=C(C=C1)C(C)=O)(CO)CO (1-[4-(3-amino-4-hydroxy-3-hydroxymethyl-butyl)-phenyl]-ethanone). Solvent: ClC(C)Cl (dichloroethane). Conditions: temperature 80 celsius. Yields the product OCC1(N=C(OC1)C)CCC1=CC=C(C=C1)C(C)=O (1-{4-[2-(4-hydroxymethyl-2-methyl-4,5-dihydro-oxazol-4-yl)-ethyl]-phenyl}-ethanone). Reaction SMILES: [NH2:1][C:2]([CH2:16][OH:17])([CH2:14][OH:15])[CH2:3][CH2:4][C:5]1[CH:10]=[CH:9][C:8]([C:11](=[O:13])[CH3:12])=[CH:7][CH:6]=1.[CH2:18](C(CC)(CC)C([O-])([O-])[O-])[CH3:19].C(O)(=O)C>ClC(Cl)C>[OH:17][CH2:16][C:2]1([CH2:3][CH2:4][C:5]2[CH:10]=[CH:9][C:8]([C:11](=[O:13])[CH3:12])=[CH:7][CH:6]=2)[CH2:14][O:15][C:18]([CH3:19])=[N:1]1. Procedure: To a suspension of 1-[4-(3-amino-4-hydroxy-3-hydroxymethyl-butyl)-phenyl]-ethanone (1 mmol) in anhydrous dichloroethane (2 mL) is added triethylorthoacetate (1.1 mmol) and acetic acid (0.05 mmol). The resulting mixture is heated at 80° C. for 12 hours. After concentration, the residue is purified by flash column chromatography (EtOAc) to give 1-{4-[2-(4-hydroxymethyl-2-methyl-4,5-dihydro-oxazol-4-yl)-ethyl]-phenyl}-ethanone as an oil; MS: (ES+): 262.1 (M+1)+.